From a dataset of the Open Reaction Database (ORD), a public repository of structured organic reaction records. describe an organic reaction: reactants, conditions, products, and yield Reaction SMILES: [Br:15][c:16]1[cH:17][c:18]([O:22][CH3:23])[cH:19][cH:20][cH:21]1.[C:1]([CH3:2])([CH3:3])([CH3:4])[O:5][c:6]1[cH:7][cH:8][c:9]([B:12]([OH:13])[OH:14])[cH:10][cH:11]1.[CH3:30][CH2:31][O:32][C:33](=[O:34])[CH3:35].[CH3:36][c:37]1[cH:38][cH:39][cH:40][cH:41][cH:42]1.[Na+:24].[Na+:25].[O-:26][C:27](=[O:28])[O-:29].[cH:43]1[cH:44][cH:45][c:46]([P:47]([Pd:48]([P:49]([c:50]2[cH:51][cH:52][cH:53][cH:54][cH:55]2)([c:56]2[cH:57][cH:58][cH:59][cH:60][cH:61]2)[c:62]2[cH:63][cH:64][cH:65][cH:66][cH:67]2)([P:68]([c:69]2[cH:70][cH:71][cH:72][cH:73][cH:74]2)([c:75]2[cH:76][cH:77][cH:78][cH:79][cH:80]2)[c:81]2[cH:82][cH:83][cH:84][cH:85][cH:86]2)[P:87]([c:88]2[cH:89][cH:90][cH:91][cH:92][cH:93]2)([c:94]2[cH:95][cH:96][cH:97][cH:98][cH:99]2)[c:100]2[cH:101][cH:102][cH:103][cH:104][cH:105]2)([c:106]2[cH:107][cH:108][cH:109][cH:110][cH:111]2)[c:112]2[cH:113][cH:114][cH:115][cH:116][cH:117]2)[cH:118][cH:119]1>>[C:1]([CH3:2])([CH3:3])([CH3:4])[O:5][c:6]1[cH:7][cH:8][c:9](-[c:16]2[cH:17][c:18]([O:22][CH3:23])[cH:19][cH:20][cH:21]2)[cH:10][cH:11]1. Yields the product COc1cccc(-c2ccc(OC(C)(C)C)cc2)c1. The reactants are COc1cccc(Br)c1, CC(C)(C)Oc1ccc(B(O)O)cc1, CCOC(C)=O, Cc1ccccc1, [Na+], [Na+], O=C([O-])[O-], c1ccc(P(c2ccccc2)(c2ccccc2)[Pd](P(c2ccccc2)(c2ccccc2)c2ccccc2)(P(c2ccccc2)(c2ccccc2)c2ccccc2)P(c2ccccc2)(c2ccccc2)c2ccccc2)cc1. The reactants are C(C)(C)(C)OC(=O)N1CCC(CC1)NC1=CC(=NC=C1)C (4-(2-methyl-pyridin-4-ylamino)-piperidine-1-carboxylic acid tert-butyl ester), Cl (HCl). Run in O1CCOCC1 (dioxane), O1CCOCC1 (dioxane). Product: Cl.Cl.CC1=NC=CC(=C1)NC1CCNCC1 ((2-Methyl-pyridin-4-yl)-piperidin-4-yl-amine dihydrochloride). Reaction SMILES: C(OC([N:8]1[CH2:13][CH2:12][CH:11]([NH:14][C:15]2[CH:20]=[CH:19][N:18]=[C:17]([CH3:21])[CH:16]=2)[CH2:10][CH2:9]1)=O)(C)(C)C.[ClH:22]>O1CCOCC1>[ClH:22].[ClH:22].[CH3:21][C:17]1[CH:16]=[C:15]([NH:14][CH:11]2[CH2:12][CH2:13][NH:8][CH2:9][CH2:10]2)[CH:20]=[CH:19][N:18]=1 |f:3.4.5|. Reported procedure: A solution of 4-(2-methyl-pyridin-4-ylamino)-piperidine-1-carboxylic acid tert-butyl ester (1.31 g, 4.50 mmol) in dioxane (20 mL) and 4 M HCl in dioxane (20 mL) was stirred at rt for 2 h. The solvent was removed under reduced pressure and the crude product used in the consecutive step without further purification assuming quantitative deprotection and formation of the dihydrochloride salt. MS (ISP): 192.1 [M+H]+. RXN SMILES: [CH2:73]1[O:74][CH2:75][CH2:76][CH2:77]1.[CH3:25][O:26][C:27]([c:28]1[cH:29][c:30]([CH3:36])[c:31]([OH:35])[c:32]([CH3:34])[cH:33]1)=[O:37].[Cl:1][c:2]1[cH:3][cH:4][c:5](-[n:8]2[n:9][c:10]3[c:11]([c:12]2[CH:13]([CH2:14][OH:15])[CH:16]2[CH2:17][CH2:18][CH2:19][CH2:20][CH2:21]2)[CH2:22][CH2:23][CH2:24]3)[cH:6][cH:7]1.[N:57]([C:58]([O:59][C:60]([CH3:61])([CH3:62])[CH3:63])=[O:64])=[N:65][C:66]([O:67][C:68]([CH3:69])([CH3:70])[CH3:71])=[O:72].[c:38]1([P:39]([c:40]2[cH:41][cH:42][cH:43][cH:44][cH:45]2)[c:46]2[cH:47][cH:48][cH:49][cH:50][cH:51]2)[cH:52][cH:53][cH:54][cH:55][cH:56]1>>[Cl:1][c:2]1[cH:3][cH:4][c:5](-[n:8]2[n:9][c:10]3[c:11]([c:12]2[CH:13]([CH2:14][O:15][c:31]2[c:30]([CH3:36])[cH:29][c:28]([C:27]([O:26][CH3:25])=[O:37])[cH:33][c:32]2[CH3:34])[CH:16]2[CH2:17][CH2:18][CH2:19][CH2:20][CH2:21]2)[CH2:22][CH2:23][CH2:24]3)[cH:6][cH:7]1. Yields the product COC(=O)c1cc(C)c(OCC(c2c3c(nn2-c2ccc(Cl)cc2)CCC3)C2CCCCC2)c(C)c1. Reactants: C1CCOC1, COC(=O)c1cc(C)c(O)c(C)c1, OCC(c1c2c(nn1-c1ccc(Cl)cc1)CCC2)C1CCCCC1, CC(C)(C)OC(=O)N=NC(=O)OC(C)(C)C, c1ccc(P(c2ccccc2)c2ccccc2)cc1. The reactants are COc1ccc(C(Cl)(c2ccccc2)c2ccc(OC)cc2)cc1, O=C(Cc1ccccc1)Nc1nc2c(ncn2C2CC(O)C(CO)O2)c(=O)[nH]1, c1ccncc1. Yields the product COc1ccc(C(OCC2OC(n3cnc4c(=O)[nH]c(NC(=O)Cc5ccccc5)nc43)CC2O)(c2ccccc2)c2ccc(OC)cc2)cc1. As a reaction SMILES: [CH3:29][O:30][c:31]1[cH:32][cH:33][c:34]([C:35]([c:36]2[cH:37][cH:38][c:39]([O:42][CH3:43])[cH:40][cH:41]2)([c:44]2[cH:45][cH:46][cH:47][cH:48][cH:49]2)[Cl:50])[cH:51][cH:52]1.[c:1]1([CH2:7][C:8](=[O:9])[NH:10][c:11]2[nH:12][c:13](=[O:28])[c:14]3[n:15][cH:16][n:17]([CH:18]4[CH2:19][CH:20]([OH:21])[CH:22]([CH2:23][OH:24])[O:25]4)[c:26]3[n:27]2)[cH:2][cH:3][cH:4][cH:5][cH:6]1.[cH:53]1[cH:54][cH:55][n:56][cH:57][cH:58]1>>[c:1]1([CH2:7][C:8](=[O:9])[NH:10][c:11]2[nH:12][c:13](=[O:28])[c:14]3[n:15][cH:16][n:17]([CH:18]4[CH2:19][CH:20]([OH:21])[CH:22]([CH2:23][O:24][C:35]([c:34]5[cH:33][cH:32][c:31]([O:30][CH3:29])[cH:52][cH:51]5)([c:36]5[cH:37][cH:38][c:39]([O:42][CH3:43])[cH:40][cH:41]5)[c:44]5[cH:45][cH:46][cH:47][cH:48][cH:49]5)[O:25]4)[c:26]3[n:27]2)[cH:2][cH:3][cH:4][cH:5][cH:6]1.